From a dataset of the Open Reaction Database (ORD), a public repository of structured organic reaction records. describe an organic reaction: reactants, conditions, products, and yield Reactants: Cc1ccc(-c2[nH]c3cc(NC(=O)OC(C)(C)C)cc4c(=O)[nH]ncc2c34)cn1, Cl. The product is Cc1ccc(-c2[nH]c3cc([NH3+])cc4c(=O)[nH]ncc2c34)cn1, [Cl-]. As a reaction SMILES: [CH3:1][c:2]1[cH:3][cH:4][c:5](-[c:8]2[nH:9][c:10]3[cH:11][c:12]([NH:22][C:23](=[O:24])[O:25][C:26]([CH3:27])([CH3:28])[CH3:29])[cH:13][c:14]4[c:15]3[c:16]2[cH:17][n:18][nH:19][c:20]4=[O:21])[cH:6][n:7]1.[ClH:30]>>[CH3:1][c:2]1[cH:3][cH:4][c:5](-[c:8]2[nH:9][c:10]3[cH:11][c:12]([NH3+:22])[cH:13][c:14]4[c:15]3[c:16]2[cH:17][n:18][nH:19][c:20]4=[O:21])[cH:6][n:7]1.[Cl-:30].